The task is: describe an organic reaction: reactants, conditions, products, and yield. This data is from the Open Reaction Database (ORD), a public repository of structured organic reaction records. Reactants: ClC=1C=C(C(C(=O)O)=CC1)O (4-chlorosalicylic acid), C(=O)([O-])[O-].[Cs+].[Cs+] (Cs2CO3), CI (MeI), Ice. Run in CN(C)C=O (DMF). Run at time 8 hour. Product: ClC1=CC(=C(C(=O)OC)C=C1)O (Methyl 4-chloro-2-hydroxy-benzoate). Isolated yield 92.0%. RXN SMILES: [Cl:1][C:2]1[CH:3]=[C:4]([OH:11])[C:5](=[CH:9][CH:10]=1)[C:6]([OH:8])=[O:7].[C:12]([O-])([O-])=O.[Cs+].[Cs+].CI>CN(C=O)C>[Cl:1][C:2]1[CH:10]=[CH:9][C:5]([C:6]([O:8][CH3:12])=[O:7])=[C:4]([OH:11])[CH:3]=1 |f:1.2.3|. Procedure details: To a solution of 4-chlorosalicylic acid (75 g, 435.6 mmol) in anhydrous DMF (871 mL) was added Cs2CO3 (70.7 g, 217.8 mmol) and MeI (27.5 mL, 439.9 mmol) sequentially. The reaction mixture was stirred at room temperature overnight. Ice cold water (3 L) was added to the reaction mixture and the precipitated solid was filtered and dried to provide VII-1-I (75 g, 92% yield). Reactants: NC1=NC(=NC2=NC=CN=C12)COC1=CC(=C(C=C1)Cl)Cl (4-amino-2-[(3,4-dichlorophenoxy)methyl]pteridine), C(C)O.CN(C=O)C (ethanol N,N-dimethylformamide). Solvent: [OH-].[Na+] (sodium hydroxide). The product is ClC=1C=C(OCC2=NC3=NC=CN=C3C(N2)=O)C=CC1Cl (2-[(3,4-Dichlorophenoxy)methyl]-4(3H)-pteridinone). As a reaction SMILES: N[C:2]1[C:11]2[C:6](=[N:7][CH:8]=[CH:9][N:10]=2)[N:5]=[C:4]([CH2:12][O:13][C:14]2[CH:19]=[CH:18][C:17]([Cl:20])=[C:16]([Cl:21])[CH:15]=2)[N:3]=1.C([OH:24])C.CN(C)C=O>[OH-].[Na+]>[Cl:21][C:16]1[CH:15]=[C:14]([CH:19]=[CH:18][C:17]=1[Cl:20])[O:13][CH2:12][C:4]1[NH:3][C:2](=[O:24])[C:11]2[C:6](=[N:7][CH:8]=[CH:9][N:10]=2)[N:5]=1 |f:1.2,3.4|. Reported procedure: Obtained using the procedure described in section b of Example 9, starting with 15.0 g (0.0466 mole) of 4-amino-2-[(3,4-dichlorophenoxy)methyl]pteridine in 1500 ml of 5% aqueous sodium hydroxide. Heating time: 6 hours under reflux. Yld: 10.0 g (66%), m.p. 285°-287° C. (ethanol/N,N-dimethylformamide). Reactants: C1(=CC=CC=C1)P(C1=C(C2=CC=CC=C2C=C1)C1=C(C=CC2=CC=CC=C12)P(C1=CC=CC=C1)C1=CC=CC=C1)C1=CC=CC=C1 (2,2′-bis-diphenylphosphanyl-[1,1′]binaphthalenyl), ClC=1N=C(C2=C(N1)N(C=C2C2=CC(=NC=C2)OC)COCC[Si](C)(C)C)OC2CCOCC2 (2-chloro-5-(2-methoxypyridin-4- yl)-4-((tetrahydro-2H-pyran-4-yl)oxy)-7-((2-(trimethylsilyl)ethoxy)methyl)-7H-pyrrolo[2,3-d]pyrimidine), NC1=C(C=C(C(=O)NC)C=C1)OC (4-amino-3-methoxy-N-methylbenzamide), C([O-])([O-])=O.[Cs+].[Cs+] (cesium carbonate). Reagents/catalysts: C(C)(=O)[O-].[Pd+2].C(C)(=O)[O-] (palladium acetate). Solvent: O1CCOCC1 (1,4-dioxane). Run at temperature 100 celsius, time 2 hour. Product: COC=1C=C(C(=O)NC)C=CC1NC=1N=C(C2=C(N1)N(C=C2C2=CC(=NC=C2)OC)COCC[Si](C)(C)C)OC2CCOCC2 (3-Methoxy-4-((5-(2-methoxypyridin-4-yl)-4-((tetrahydro-2H-pyran-4-yl)oxy)-7-((2-(trimethylsilyl)ethoxy)methyl)-7H-pyrrolo[2,3-d]pyrimidin-2-yl)amino)-N-methylbenzamide). Yield: 95.0%. Reaction SMILES: Cl[C:2]1[N:3]=[C:4]([O:27][CH:28]2[CH2:33][CH2:32][O:31][CH2:30][CH2:29]2)[C:5]2[C:10]([C:11]3[CH:16]=[CH:15][N:14]=[C:13]([O:17][CH3:18])[CH:12]=3)=[CH:9][N:8]([CH2:19][O:20][CH2:21][CH2:22][Si:23]([CH3:26])([CH3:25])[CH3:24])[C:6]=2[N:7]=1.[NH2:34][C:35]1[CH:44]=[CH:43][C:38]([C:39]([NH:41][CH3:42])=[O:40])=[CH:37][C:36]=1[O:45][CH3:46].C(=O)([O-])[O-].[Cs+].[Cs+].C1(P(C2C=CC=CC=2)C2C=CC3C(=CC=CC=3)C=2C2C3C(=CC=CC=3)C=CC=2P(C2C=CC=CC=2)C2C=CC=CC=2)C=CC=CC=1>O1CCOCC1.C([O-])(=O)C.[Pd+2].C([O-])(=O)C>[CH3:46][O:45][C:36]1[CH:37]=[C:38]([CH:43]=[CH:44][C:35]=1[NH:34][C:2]1[N:3]=[C:4]([O:27][CH:28]2[CH2:33][CH2:32][O:31][CH2:30][CH2:29]2)[C:5]2[C:10]([C:11]3[CH:16]=[CH:15][N:14]=[C:13]([O:17][CH3:18])[CH:12]=3)=[CH:9][N:8]([CH2:19][O:20][CH2:21][CH2:22][Si:23]([CH3:25])([CH3:24])[CH3:26])[C:6]=2[N:7]=1)[C:39]([NH:41][CH3:42])=[O:40] |f:2.3.4,7.8.9|. Procedure: To a degassed mixture of 2-chloro-5-(2-methoxypyridin-4- yl)-4-((tetrahydro-2H-pyran-4-yl)oxy)-7-((2-(trimethylsilyl)ethoxy)methyl)-7H-pyrrolo[2,3-d]pyrimidine (1 equiv), 4-amino-3-methoxy-N-methylbenzamide (1.1 equiv) and cesium carbonate (3 equiv) in 1,4-dioxane (0.175 M) was added palladium acetate (0.3 equiv) and 2,2′-bis-diphenylphosphanyl-[1,1′]binaphthalenyl (0.6 equiv). The reaction was stirred at 100° C. for 2 h. After the reaction was complete, the reaction mixture was cooled to room t... The reactants are C1(=CC=CC=C1)S(=O)(=O)N1C(=CC=2C1=NC=C(C2)S(=O)CC)C(=CC2CCCC2)OS(=O)(=O)C2=CC=C(C=C2)C (toluene-4-sulfonic acid 1-(1-benzenesulfonyl-5-ethanesulfinyl-1H-pyrrolo[2,3-b]pyridin-2-yl)-2-cyclopentyl-vinyl ester), CS(=O)(=O)C1=CC=C(C=C1)B(O)O (4-methylsulfonyl phenylboronic acid), C([O-])([O-])=O.[Na+].[Na+] (sodium carbonate). The reagents and catalysts are Cl[Pd]([P](C1=CC=CC=C1)(C2=CC=CC=C2)C3=CC=CC=C3)([P](C4=CC=CC=C4)(C5=CC=CC=C5)C6=CC=CC=C6)Cl (dichlorobis(triphenylphosphine)palladium). Run in C(C)(=O)OCC (ethyl acetate), O1CCOCC1 (dioxane). Yields the product C1(=CC=CC=C1)S(=O)(=O)N1C(=CC=2C1=NC=C(C2)S(=O)CC)C(=CC2CCCC2)C2=CC=C(C=C2)S(=O)(=O)C (1-benzenesulfonyl-2-[2-cyclopentyl-1-(4-methanesulfonyl-phenyl)-vinyl]-5-ethanesulfinyl-1H-pyrrolo[2,3-b]pyridine). Yield: 71.7%. Reaction SMILES: [C:1]1([S:7]([N:10]2[C:14]3=[N:15][CH:16]=[C:17]([S:19]([CH2:21][CH3:22])=[O:20])[CH:18]=[C:13]3[CH:12]=[C:11]2[C:23](OS(C2C=CC(C)=CC=2)(=O)=O)=[CH:24][CH:25]2[CH2:29][CH2:28][CH2:27][CH2:26]2)(=[O:9])=[O:8])[CH:6]=[CH:5][CH:4]=[CH:3][CH:2]=1.[CH3:41][S:42]([C:45]1[CH:50]=[CH:49][C:48](B(O)O)=[CH:47][CH:46]=1)(=[O:44])=[O:43].C(=O)([O-])[O-].[Na+].[Na+]>O1CCOCC1.C(OCC)(=O)C.Cl[Pd](Cl)([P](C1C=CC=CC=1)(C1C=CC=CC=1)C1C=CC=CC=1)[P](C1C=CC=CC=1)(C1C=CC=CC=1)C1C=CC=CC=1>[C:1]1([S:7]([N:10]2[C:14]3=[N:15][CH:16]=[C:17]([S:19]([CH2:21][CH3:22])=[O:20])[CH:18]=[C:13]3[CH:12]=[C:11]2[C:23]([C:48]2[CH:49]=[CH:50][C:45]([S:42]([CH3:41])(=[O:44])=[O:43])=[CH:46][CH:47]=2)=[CH:24][CH:25]2[CH2:26][CH2:27][CH2:28][CH2:29]2)(=[O:9])=[O:8])[CH:2]=[CH:3][CH:4]=[CH:5][CH:6]=1 |f:2.3.4,^1:74,93|. Reported procedure: To a mixture of toluene-4-sulfonic acid 1-(1-benzenesulfonyl-5-ethanesulfinyl-1H-pyrrolo[2,3-b]pyridin-2-yl)-2-cyclopentyl-vinyl ester (80 mg, 0.134 mmol), 4-methylsulfonyl phenylboronic acid (80 mg, 0.401 mmol) and dichlorobis(triphenylphosphine)palladium (II) (9.4 mg, 0.013 mmol) in dioxane (1 mL) was added an aqueous sodium carbonate solution (2 M, 0.2 mL, 0.4 mmol). The resulting mixture was subjected to microwave irradiation for 2 h at 100° C. The mixture was diluted with ethyl acetate (10 ... The reactants are CC(C)(C)OC(=O)Nc1cc(C(C)(C)COC2CCCCO2)no1, CCO, Cc1ccc(S(=O)(=O)[O-])cc1, c1cc[nH+]cc1. Yields the product CC(C)(C)OC(=O)Nc1cc(C(C)(C)CO)no1. Reaction SMILES: [C:1]([CH3:2])([CH3:3])([CH3:4])[O:5][C:6]([NH:7][c:8]1[cH:9][c:10]([C:13]([CH2:14][O:15][CH:16]2[CH2:17][CH2:18][CH2:19][CH2:20][O:21]2)([CH3:22])[CH3:23])[n:11][o:12]1)=[O:24].[CH3:42][CH2:43][OH:44].[c:25]1([CH3:26])[cH:27][cH:28][c:29]([S:30]([O-:31])(=[O:32])=[O:33])[cH:34][cH:35]1.[nH+:36]1[cH:37][cH:38][cH:39][cH:40][cH:41]1>>[C:1]([CH3:2])([CH3:3])([CH3:4])[O:5][C:6]([NH:7][c:8]1[cH:9][c:10]([C:13]([CH2:14][OH:15])([CH3:22])[CH3:23])[n:11][o:12]1)=[O:24].